Dataset: the Open Reaction Database (ORD), a public repository of structured organic reaction records. Task: describe an organic reaction: reactants, conditions, products, and yield Reported procedure: To a solution of (2-chloro-4-morpholinothieno[3,2-d]pyrimidin-6-yl)methanol 29 (100 mg, 0.4 mmol) in benzene (3.0 mL) at 0° C. was added PBr3 (30 μl, 0.4 mmol). The reaction was heated at reflux for 1 hour. After cooling to room temperature the reaction was quenched by the addition of water. The aqueous layer was extracted with EtOAc. The combined organics were dried over Na2SO4 and concentrated in vacuo. The crude product 30 did not require further purification (115 mg, 94%). MS (Q1) 350 (M)+ Solvent: C1=CC=CC=C1 (benzene). The reactants are ClC=1N=C(C2=C(N1)C=C(S2)CO)N2CCOCC2 ((2-Chloro-4-morpholinothieno[3,2-d]pyrimidin-6-yl)methanol), P(Br)(Br)Br (PBr3). RXN SMILES: [Cl:1][C:2]1[N:3]=[C:4]([N:13]2[CH2:18][CH2:17][O:16][CH2:15][CH2:14]2)[C:5]2[S:10][C:9]([CH2:11]O)=[CH:8][C:6]=2[N:7]=1.P(Br)(Br)[Br:20]>C1C=CC=CC=1>[Br:20][CH2:11][C:9]1[S:10][C:5]2[C:4]([N:13]3[CH2:18][CH2:17][O:16][CH2:15][CH2:14]3)=[N:3][C:2]([Cl:1])=[N:7][C:6]=2[CH:8]=1. Yields the product BrCC1=CC=2N=C(N=C(C2S1)N1CCOCC1)Cl (6-(Bromomethyl)-2-chloro-4-morpholinothieno[3,2-d]pyrimidine). Reactants: FC1=CC=C(C=C1)C1=C(C=C(S1)C(=O)O)C1=CC=C(C=C1)S(=O)(=O)C (5-(4-fluorophenyl)-4-[4-(methylsulfonyl)phenyl]thiophene-2-carboxylic acid), P(Cl)(Cl)(Cl)(Cl)Cl (phosphorus pentachloride). The solvent is C1(=CC=CC=C1)C (toluene), O1CCCC1 (tetrahydrofuran). Conditions: time 1 hour. Yields the product FC1=CC=C(C=C1)C1=C(C=C(S1)C(=O)Cl)C1=CC=C(C=C1)S(=O)(=O)C (5-(4-fluorophenyl)-4-[4-(methylsulfonyl)phenyl]thiophene-2-carbonyl chloride). The yield is 108.8%. As a reaction SMILES: [F:1][C:2]1[CH:7]=[CH:6][C:5]([C:8]2[S:12][C:11]([C:13](O)=[O:14])=[CH:10][C:9]=2[C:16]2[CH:21]=[CH:20][C:19]([S:22]([CH3:25])(=[O:24])=[O:23])=[CH:18][CH:17]=2)=[CH:4][CH:3]=1.P(Cl)(Cl)(Cl)(Cl)[Cl:27]>C1(C)C=CC=CC=1.O1CCCC1>[F:1][C:2]1[CH:7]=[CH:6][C:5]([C:8]2[S:12][C:11]([C:13]([Cl:27])=[O:14])=[CH:10][C:9]=2[C:16]2[CH:21]=[CH:20][C:19]([S:22]([CH3:25])(=[O:24])=[O:23])=[CH:18][CH:17]=2)=[CH:4][CH:3]=1. Procedure details: A mixture of 5-(4-fluorophenyl)-4-[4-(methylsulfonyl)phenyl]thiophene-2-carboxylic acid (7.1 g) and phosphorus pentachloride (4.1 g) in toluene (100 ml) and tetrahydrofuran (25 ml) was stirred at ambient temperature for 1 hour. The mixture was concentrated to dryness to give pale yellow crystals of 5-(4-fluorophenyl)-4-[4-(methylsulfonyl)phenyl]thiophene-2-carbonyl chloride (8.1 g). Reactants: C(C)OC(=O)CC1=CC=C(C=C1)N\C(\C1=CC=CC=C1)=C\1/C(NC2=CC=C(C=C12)NS(=O)(=O)C1=CC=CC=C1)=O ((Z)-3-[1-(4-ethoxycarbonylmethyl-phenylamino)-1-phenyl-methylidene]-5-phenylsulphonylamino-2-indolinone), [OH-].[Na+] (sodium hydroxide). Run in CO (methanol), ClCCl (dichloromethane). Conditions: temperature 40 celsius, time 1 hour. The product is C(=O)(O)CC1=CC=C(C=C1)N\C(\C1=CC=CC=C1)=C\1/C(NC2=CC=C(C=C12)NS(=O)(=O)C1=CC=CC=C1)=O ((Z)-3-[1-(4-carboxymethyl-phenylamino)-1-phenyl-methylidene]-5-phenylsulphonylamino-2-indolinone). As a reaction SMILES: C([O:3][C:4]([CH2:6][C:7]1[CH:12]=[CH:11][C:10]([NH:13]/[C:14](=[C:21]2\[C:22](=[O:40])[NH:23][C:24]3[C:29]\2=[CH:28][C:27]([NH:30][S:31]([C:34]2[CH:39]=[CH:38][CH:37]=[CH:36][CH:35]=2)(=[O:33])=[O:32])=[CH:26][CH:25]=3)/[C:15]2[CH:20]=[CH:19][CH:18]=[CH:17][CH:16]=2)=[CH:9][CH:8]=1)=[O:5])C.[OH-].[Na+]>CO.ClCCl>[C:4]([CH2:6][C:7]1[CH:12]=[CH:11][C:10]([NH:13]/[C:14](=[C:21]2\[C:22](=[O:40])[NH:23][C:24]3[C:29]\2=[CH:28][C:27]([NH:30][S:31]([C:34]2[CH:39]=[CH:38][CH:37]=[CH:36][CH:35]=2)(=[O:33])=[O:32])=[CH:26][CH:25]=3)/[C:15]2[CH:16]=[CH:17][CH:18]=[CH:19][CH:20]=2)=[CH:9][CH:8]=1)([OH:5])=[O:3] |f:1.2|. Procedure: 720 mg (1.3 mmol) of (Z)-3-[1-(4-ethoxycarbonylmethyl-phenylamino)-1-phenyl-methylidene]-5-phenylsulphonylamino-2-indolinone are dissolved in a mixture of 20 ml of methanol and 20 ml of dichloromethane. 4 ml of 1 N sodium hydroxide solution are added and the mixture is stirred for 18 hours at ambient temperature and for another 1 hour at 40° C. The reaction solution is evaporated down to half the volume and the pH is adjusted to 4-5 with 1 N hydrochloric acid. The precipitate formed is suction f... As a reaction SMILES: [C@H:1]1(C=CC=[CH:5][C@@H:3]1[OH:4])[OH:2].[CH2-:9][C:10]([CH3:12])=[O:11].ClC1C(C(OO)=[O:21])=CC=CC=1>C1(C)C=CC=CC=1>[CH:12]1[CH:10]([OH:11])[CH:9]([OH:21])[CH:1]([OH:2])[CH:3]([OH:4])[CH:5]=1. Run in C1(=CC=CC=C1)C (toluene). Reported procedure: Compound 7 was readily obtained in large quantity and enantiomerically pure form by the biotransformation of iodobenzene using the genetically engineered micro-organism E. coli JM109 (pDTG601) which over expresses toluene dioxygenase (TDO), the enzyme responsible for this dihydroxylation reaction. In the first step of the reaction sequence, cis-1,2-dihydrocatechol 7 was converted into the corresponding acetonide, 8, under standard conditions. The acetonide was immediately reacted with ml-chlorop... The product is C1=CC(C(C(C1O)O)O)O (conduritol). The reactants are [C@H]1(O)[C@@H](O)C=CC=C1 (cis-1,2-dihydrocatechol), epoxide, [CH2-]C(=O)C (acetonide), [CH2-]C(=O)C (acetonide), ClC1=CC=CC=C1C(=O)OO (chloroperbenzoic acid).